Dataset: the Open Reaction Database (ORD), a public repository of structured organic reaction records. Task: describe an organic reaction: reactants, conditions, products, and yield RXN SMILES: [C:13]([C:14](=[O:15])[O:16][CH2:17][CH3:18])(=[O:19])[O:20][CH2:21][CH3:22].[CH3:24][CH2:25][O-:26].[CH3:27][CH2:28][O:29][CH2:30][CH3:31].[Cl:1][c:2]1[cH:3][cH:4][c:5]([CH:8]=[CH:9][C:10]([CH3:11])=[O:12])[cH:6][cH:7]1.[Na+:23]>>[Cl:1][c:2]1[cH:3][cH:4][c:5]([CH:8]=[CH:9][C:10]([CH2:11][C:13]([C:14](=[O:15])[O:16][CH2:17][CH3:18])=[O:19])=[O:12])[cH:6][cH:7]1. The reactants are CCOC(=O)C(=O)OCC, CC[O-], CCOCC, CC(=O)C=Cc1ccc(Cl)cc1, [Na+]. Product: CCOC(=O)C(=O)CC(=O)C=Cc1ccc(Cl)cc1. Reactants: C(C1=CC=CC=C1)(=O)N1CCC(CC1)=O (1-Benzoyl-4-piperidone), CCOC(=O)C(C)P(=O)(OCC)OCC (triethyl 2-phosphonopropionate), [H-].[Na+] (sodium hydride). Run in O1CCCC1 (tetrahydrofuran), O1CCCC1 (tetrahydrofuran), O1CCCC1 (tetrahydrofuran). Run at temperature 20 celsius, time 10 minute. Yields the product C(C1=CC=CC=C1)(=O)N1CCC(CC1)=C(C(=O)OCC)C (ethyl 2-(1-benzoyl-4-piperidylidene)propionate). Reaction SMILES: [CH3:1][CH2:2][O:3][C:4]([CH:6](P(OCC)(OCC)=O)[CH3:7])=[O:5].[H-].[Na+].[C:18]([N:26]1[CH2:31][CH2:30][C:29](=O)[CH2:28][CH2:27]1)(=[O:25])[C:19]1[CH:24]=[CH:23][CH:22]=[CH:21][CH:20]=1>O1CCCC1>[C:18]([N:26]1[CH2:31][CH2:30][C:29](=[C:6]([CH3:7])[C:4]([O:3][CH2:2][CH3:1])=[O:5])[CH2:28][CH2:27]1)(=[O:25])[C:19]1[CH:24]=[CH:23][CH:22]=[CH:21][CH:20]=1 |f:1.2|. Procedure: A solution of triethyl 2-phosphonopropionate (50.0 g) in dry tetrahydrofuran (75 ml) was added dropwise to a stirred suspension of sodium hydride (60% in mineral oil, 8.0 g) in dry tetrahydrofuran (275 ml) under nitrogen and stirred at 20° C. for 10 minutes until a clear solution was formed. 1-Benzoyl-4-piperidone (34.5 g) in dry tetrahydrofuran (75 ml) was added dropwise to the clear solution and the reaction mixture heated under reflux for 16 hours. After quenching the reaction mixture with 5M... The product is COP(C)(=O)c1cc(Oc2ccc(C(F)(F)F)cc2Cl)ccc1C#N. Starting materials: [C-]#N, COP(C)(=O)c1cc(Oc2ccc(C(F)(F)F)cc2Cl)ccc1[N+](=O)[O-], CO. As a reaction SMILES: [C-:27]#[N:28].[CH3:1][P:2]([O:3][CH3:4])(=[O:5])[c:6]1[c:7]([N+:24]([O-:25])=[O:26])[cH:8][cH:9][c:10]([O:12][c:13]2[c:14]([Cl:23])[cH:15][c:16]([C:19]([F:20])([F:21])[F:22])[cH:17][cH:18]2)[cH:11]1.[CH3:29][OH:30]>>[CH3:1][P:2]([O:3][CH3:4])(=[O:5])[c:6]1[c:7]([C:27]#[N:28])[cH:8][cH:9][c:10]([O:12][c:13]2[c:14]([Cl:23])[cH:15][c:16]([C:19]([F:20])([F:21])[F:22])[cH:17][cH:18]2)[cH:11]1.